Dataset: the Open Reaction Database (ORD), a public repository of structured organic reaction records. Task: describe an organic reaction: reactants, conditions, products, and yield Reactants: [H-].[Na+] (sodium hydride), ice water, ClCC1=C(C=CC(=C1)F)OC (2-chloromethyl-4-fluoro-1-methoxy-benzene), ClCCCO (3-chloro-1-propanol), [H-].[Na+] (sodium hydride). The solvent is CN(C=O)C (N,N-dimethylformamide). Conditions: time 1 hour. Product: ClCCCOCC1=C(C=CC(=C1)F)OC (2-(3-chloro-propoxymethyl)-4-fluoro-1-methoxy-benzene). Reaction SMILES: Cl[CH2:2][C:3]1[CH:8]=[C:7]([F:9])[CH:6]=[CH:5][C:4]=1[O:10][CH3:11].[Cl:12][CH2:13][CH2:14][CH2:15][OH:16].[H-].[Na+]>CN(C)C=O>[Cl:12][CH2:13][CH2:14][CH2:15][O:16][CH2:2][C:3]1[CH:8]=[C:7]([F:9])[CH:6]=[CH:5][C:4]=1[O:10][CH3:11] |f:2.3|. Procedure details: 0.870 g (5.00 mmol) of 2-chloromethyl-4-fluoro-1-methoxy-benzene [B. Maziére, N. Dat-Xuong, Chim. Ther. (3), 1-9(1968)] and 0.83 ml of 3-chloro-1-propanol were dissolved in 4.8 ml of N,N-dimethylformamide. 0.267 g (6.23 mmol) of sodium hydride (55% dispersion in mineral oil) was added in small portions over 2 hours keeping the temperature at 10-15° C. After 1 hour stirring at room temperature, 0.032 g (0.75 mmol) of sodium hydride dispersion was added and the mixture stirred another 3 hours. The...